Dataset: the Open Reaction Database (ORD), a public repository of structured organic reaction records. Task: describe an organic reaction: reactants, conditions, products, and yield The reactants are COc1cc(C(C)=O)ccc1OCCCCl, Fc1ccc2c(C3CCNCC3)n[nH]c2c1, [K+], [K+], O=C([O-])[O-], O. Product: COc1cc(C(C)=O)ccc1OCCCN1CCC(c2n[nH]c3cc(F)ccc23)CC1. RXN SMILES: [Cl:23][CH2:24][CH2:25][CH2:26][O:27][c:28]1[c:29]([O:37][CH3:38])[cH:30][c:31]([C:34]([CH3:35])=[O:36])[cH:32][cH:33]1.[F:1][c:2]1[cH:3][cH:4][c:5]2[c:6]([CH:11]3[CH2:12][CH2:13][NH:14][CH2:15][CH2:16]3)[n:7][nH:8][c:9]2[cH:10]1.[K+:17].[K+:18].[O-:19][C:20]([O-:21])=[O:22].[OH2:39]>>[F:1][c:2]1[cH:3][cH:4][c:5]2[c:6]([CH:11]3[CH2:12][CH2:13][N:14]([CH2:24][CH2:25][CH2:26][O:27][c:28]4[c:29]([O:37][CH3:38])[cH:30][c:31]([C:34]([CH3:35])=[O:36])[cH:32][cH:33]4)[CH2:15][CH2:16]3)[n:7][nH:8][c:9]2[cH:10]1. RXN SMILES: Cl.[N+:2]([C:5]1[CH:6]=[C:7]([NH:11][NH2:12])[CH:8]=[CH:9][CH:10]=1)([O-:4])=[O:3].[CH3:13][CH2:14][O:15][C:16]([CH:18]([C:22]([CH3:24])=O)[C:19]([CH3:21])=O)=[O:17]>CC(O)=O.O>[CH2:14]([O:15][C:16]([C:18]1[C:19]([CH3:21])=[N:12][N:11]([C:7]2[CH:8]=[CH:9][CH:10]=[C:5]([N+:2]([O-:4])=[O:3])[CH:6]=2)[C:22]=1[CH3:24])=[O:17])[CH3:13] |f:0.1|. Product: C(C)OC(=O)C=1C(=NN(C1C)C1=CC(=CC=C1)[N+](=O)[O-])C (3,5-Dimethyl-1-(3-nitro-phenyl)-1H-pyrazole-4-carboxylic acid ethyl ester). Procedure: Following the procedure described in Helvetica Chimica Acta (1952), 35, 478-85, 5.00 g (26.37 mmmol) of 3-nitrophenylhydrazine hydrochloride suspended in 46 ml of 55% aqueous AcOH were dissolved by careful heating and treated (without further heating) with 4.13 ml (26.37 mmol) of ethyl diacetoacetate. The reaction was immediately cooled and kept 20 h at 0° C. The precipitate was diluted with 28 ml of water and after 6 h filtered and washed with 2×5 ml of water to give after drying under reduced ... Run at time 20 hour. The solvent is O (water), CC(=O)O (AcOH). The reactants are Cl.[N+](=O)([O-])C=1C=C(C=CC1)NN (3-nitrophenylhydrazine hydrochloride), CCOC(=O)C(C(=O)C)C(=O)C (ethyl diacetoacetate). The product is Cn1cc(-c2ccnc3c2cc(-c2cnc(N4CCN(C(=O)OC(C)(C)C)CC4)nc2)n3S(=O)(=O)c2ccccc2)c(-c2ccc([N+](=O)[O-])cc2)n1. RXN SMILES: [CH2:68]1[O:69][CH2:70][CH2:71][O:72][CH2:73]1.[CH3:35][C:36]1([CH3:37])[C:38]([CH3:39])([CH3:40])[O:41][B:42]([c:43]2[cH:44][n:45][c:46]([N:49]3[CH2:50][CH2:51][N:52]([C:55](=[O:56])[O:57][C:58]([CH3:59])([CH3:60])[CH3:61])[CH2:53][CH2:54]3)[n:47][cH:48]2)[O:62]1.[I:1][c:2]1[cH:3][c:4]2[c:5]([n:6][cH:7][cH:8][c:9]2-[c:10]2[c:11](-[c:16]3[cH:17][cH:18][c:19]([N+:22](=[O:23])[O-:24])[cH:20][cH:21]3)[n:12][n:13]([CH3:15])[cH:14]2)[n:25]1[S:26](=[O:27])(=[O:28])[c:29]1[cH:30][cH:31][cH:32][cH:33][cH:34]1.[Na+:67].[O-:63][C:64]([OH:65])=[O:66]>>[c:2]1(-[c:43]2[cH:44][n:45][c:46]([N:49]3[CH2:50][CH2:51][N:52]([C:55](=[O:56])[O:57][C:58]([CH3:59])([CH3:60])[CH3:61])[CH2:53][CH2:54]3)[n:47][cH:48]2)[cH:3][c:4]2[c:5]([n:6][cH:7][cH:8][c:9]2-[c:10]2[c:11](-[c:16]3[cH:17][cH:18][c:19]([N+:22](=[O:23])[O-:24])[cH:20][cH:21]3)[n:12][n:13]([CH3:15])[cH:14]2)[n:25]1[S:26](=[O:27])(=[O:28])[c:29]1[cH:30][cH:31][cH:32][cH:33][cH:34]1. Starting materials: C1COCCO1, CC(C)(C)OC(=O)N1CCN(c2ncc(B3OC(C)(C)C(C)(C)O3)cn2)CC1, Cn1cc(-c2ccnc3c2cc(I)n3S(=O)(=O)c2ccccc2)c(-c2ccc([N+](=O)[O-])cc2)n1, [Na+], O=C([O-])O. Starting materials: C1(=CC=CC=C1)P(C1=CC=CC=C1)C1=CC=CC=C1 (triphenylphosphine), BrN1C(CCC1=O)=O (N-bromosuccinimide), C1(CCCCC1)CCCO (3-Cyclohexyl-1-propanol). Solvent: C(Cl)Cl (methylene chloride). Reaction conditions: time 1 hour. Product: BrCCCC1CCCCC1 (3-bromopropylcyclohexane). The yield is 99.4%. RXN SMILES: [CH:1]1([CH2:7][CH2:8][CH2:9]O)[CH2:6][CH2:5][CH2:4][CH2:3][CH2:2]1.C1(P(C2C=CC=CC=2)C2C=CC=CC=2)C=CC=CC=1.[Br:30]N1C(=O)CCC1=O>C(Cl)Cl>[Br:30][CH2:9][CH2:8][CH2:7][CH:1]1[CH2:6][CH2:5][CH2:4][CH2:3][CH2:2]1. Procedure: 3-Cyclohexyl-1-propanol (5.00 g) was dissolved in methylene chloride (50 ml), triphenylphosphine (10.2 g) and N-bromosuccinimide (6.90 g) were added under ice-cooling, and the mixture was stirred under ice-cooling for 1 hr, and further at room temperature for 1 hr. The reaction mixture was washed with water and saturated brine, and dried over anhydrous magnesium sulfate. The solvent was evaporated under reduced pressure. Diethyl ether (100 ml) was added, and the precipitated triphenylphosphine o... Reactants: CCO, CN(C)C=O, [Cl-], [Fe], O=[N+]([O-])c1ccc(Oc2ccnc(-c3ccccc3)c2)cc1, [NH4+], O. Product: Nc1ccc(Oc2ccnc(-c3ccccc3)c2)cc1. As a reaction SMILES: [CH3:25][CH2:26][OH:27].[CH3:28][N:29]([CH3:30])[CH:31]=[O:32].[Cl-:23].[Fe:33].[N+:1]([O-:2])(=[O:3])[c:4]1[cH:5][cH:6][c:7]([O:8][c:9]2[cH:10][c:11](-[c:15]3[cH:16][cH:17][cH:18][cH:19][cH:20]3)[n:12][cH:13][cH:14]2)[cH:21][cH:22]1.[NH4+:24].[OH2:34]>>[NH2:1][c:4]1[cH:5][cH:6][c:7]([O:8][c:9]2[cH:10][c:11](-[c:15]3[cH:16][cH:17][cH:18][cH:19][cH:20]3)[n:12][cH:13][cH:14]2)[cH:21][cH:22]1. The reactants are BrC=1SC(=CN1)CO[Si](C)(C)C(C)(C)C (2-bromo-5-(((tert-butyldimethylsilyl)oxy)methyl)thiazole), [Li]CCCC (n-BuLi), solution, N#N (N2), CN(C)C=O (DMF), [NH4+].[Cl-] (NH4Cl). Solvent: CCOCC (Et2O), CCCCCC (hexane). Run at temperature -70 celsius, time 30 minute. Yields the product [Si](C)(C)(C(C)(C)C)OCC1=CN=C(S1)C=O (5-(((tert-butyldimethylsilyl)oxy)methyl)thiazole-2-carbaldehyde). Yield: 89.8%. As a reaction SMILES: N#N.Br[C:4]1[S:5][C:6]([CH2:9][O:10][Si:11]([C:14]([CH3:17])([CH3:16])[CH3:15])([CH3:13])[CH3:12])=[CH:7][N:8]=1.[Li]CCCC.CN([CH:26]=[O:27])C.[NH4+].[Cl-]>CCOCC.CCCCCC>[Si:11]([O:10][CH2:9][C:6]1[S:5][C:4]([CH:26]=[O:27])=[N:8][CH:7]=1)([C:14]([CH3:17])([CH3:16])[CH3:15])([CH3:13])[CH3:12] |f:4.5|. Procedure details: In a flame dried round-bottomed flask equipped with a magnetic stir bar and under inert atmosphere (N2), a solution of 2-bromo-5-(((tert-butyldimethylsilyl)oxy)methyl)thiazole (WO 2009/077990, p. 92) (2.0 g, 6.49 mmol) in Et2O (14.0 mL) was treated dropwise at −70° C. with n-BuLi (4.25 mL of a 1.6M solution in hexane, 6.81 mmol). The resulting mixture was stirred for 30 min at −70° C. DMF (0.80 mL, 10.38 mmol) was then added and the resulting mixture was stirred for 20 min at −70° C. Sat. aq. NH... The reactants are O=[N+]([O-])c1cc(Br)cc(C(F)(F)F)c1, O=C([O-])[O-], CC(=O)OC(C)C, Cc1c[nH]cn1, CN(C)C=O, [Cl-], [Cu]I, [K+], [K+], NCCN, [Na+]. Product: Cc1cn(-c2cc([N+](=O)[O-])cc(C(F)(F)F)c2)cn1. Reaction SMILES: [Br:1][c:2]1[cH:3][c:4]([N+:12](=[O:13])[O-:14])[cH:5][c:6]([C:8]([F:9])([F:10])[F:11])[cH:7]1.[C:21](=[O:22])([O-:23])[O-:24].[C:38]([O:39][CH:40]([CH3:41])[CH3:42])(=[O:43])[CH3:44].[CH3:15][c:16]1[n:17][cH:18][nH:19][cH:20]1.[CH3:31][N:32]([CH3:33])[CH:34]=[O:35].[Cl-:36].[Cu:45][I:46].[K+:25].[K+:26].[NH2:27][CH2:28][CH2:29][NH2:30].[Na+:37]>>[c:2]1(-[n:19]2[cH:18][n:17][c:16]([CH3:15])[cH:20]2)[cH:3][c:4]([N+:12](=[O:13])[O-:14])[cH:5][c:6]([C:8]([F:9])([F:10])[F:11])[cH:7]1. Starting materials: [Al].[Li] (Lithium aluminum), CC1=C2C=CC(NC2=CC(=C1)C)=O (5,7-dimethylquinolone), CCOCC (ether), ice water, [H-] (hydride), [Cl-].[Al+3].[Cl-].[Cl-] (aluminum chloride), CCOCC (ether). Run at time 1 hour. Yields the product C(C)(=O)N1CCCC2=C(C=C(C=C12)C)C (1-acetyl-5,7-dimethyl-1,2,3,4-tetrahydroquinoline). Reaction SMILES: [Al].[Li].[H-].[Cl-].[Al+3].[Cl-].[Cl-].[CH3:8][C:9]1[CH:18]=[C:17]([CH3:19])[CH:16]=[C:15]2[C:10]=1[CH:11]=[CH:12][C:13](=O)[NH:14]2.[CH3:21][CH2:22][O:23]CC>>[C:22]([N:14]1[C:15]2[C:10](=[C:9]([CH3:8])[CH:18]=[C:17]([CH3:19])[CH:16]=2)[CH2:11][CH2:12][CH2:13]1)(=[O:23])[CH3:21] |f:0.1,3.4.5.6,^1:1|. Procedure details: Lithium aluminum. hydride (687 mg) was suspended in ether (16 ml), and aluminum chloride (4.2 g) was added. A solution of 5,7-dimethylquinolone (1.6 g) in ether (16 ml) was dropwise added and the mixture was refluxed for 0.5 hr. The reaction mixture was poured into ice water (100 ml) and extracted with chloroform (100 ml). After washing with water, the chloroform layer was dried over anhydrous sodium sulfate. The solvent was evaporated under reduced pressure. The obtained 5,7dimethyl-1,2,3,4-tet... Reactants: NC(C(C(CC1=CC=CC=C1)NC(=O)OC(C)(C)C)O)CC1=CC=CC=C1 (4-Amino-2 -(t-butyloxycarbonylamino)-1,5-diphenyl-3-hydroxypentane), Cl (HCl). The solvent is O1CCOCC1 (dioxane). Reaction conditions: time 0.5 hour. The product is NC(CC1=CC=CC=C1)C(C(CC1=CC=CC=C1)N)O (2,4-Diamino-1,5-diphenyl-3-hydroxypentane). The yield is 10.0%. Reaction SMILES: [NH2:1][CH:2]([CH2:21][C:22]1[CH:27]=[CH:26][CH:25]=[CH:24][CH:23]=1)[CH:3]([OH:20])[CH:4]([NH:12]C(OC(C)(C)C)=O)[CH2:5][C:6]1[CH:11]=[CH:10][CH:9]=[CH:8][CH:7]=1.Cl>O1CCOCC1>[NH2:1][CH:2]([CH:3]([OH:20])[CH:4]([NH2:12])[CH2:5][C:6]1[CH:11]=[CH:10][CH:9]=[CH:8][CH:7]=1)[CH2:21][C:22]1[CH:27]=[CH:26][CH:25]=[CH:24][CH:23]=1. Procedure: The resultant compound of Example 11 (18 mg, 0.049 mmol) was treated with 1 ml of 4M HCl in dioxane, stirred for 0.5 h at ambient temperature, and concentrated in vacuo. The residue was partitioned between chloroform and aqueous NaHCO3, dried over Na2SO4 and concentrated to provide the desired compound (Rf 0.12, 10% methanol in chloroform) as a white solid, m.p. 106°-107° C. 1H NMR (CDCl3) δ 2.51 (dd, J=13, 10 Hz, 1H), 2.67 (dd, J=13, 9 Hz, 1H), 2.85-3.0 (m, 2H), 3.19 (m, 1H), 3.38 (m, 2H), 7.15... The reactants are N1=C(C=C2COCCN21)NC=2C(N(C=C(C2)B2OC(C(O2)(C)C)(C)C)C)=O (3-(6,7-Dihydro-4H-pyrazolo[5,1-c][1,4]oxazin-2-ylamino)-1-methyl-5-(4,4,5,5-tetramethyl-1,3,2-dioxaborolan-2-yl)pyridin-2(1H)-one), C(C)(=O)OCC1=C(C=C(C=C1N1CCC=2C=3CCCCC3SC2C1=O)F)Br ((2-bromo-4-fluoro-6-{6-oxo-8-thia-5-azatricyclo[7.4.0.02,7]trideca-1(9),2(7)-dien-5-yl}phenyl)methyl acetate), C(=O)([O-])[O-].[Na+].[Na+] (Na2CO3). The reagents and catalysts are C1=CC=C(C=C1)P([C-]2C=CC=C2)C3=CC=CC=C3.C1=CC=C(C=C1)P([C-]2C=CC=C2)C3=CC=CC=C3.Cl[Pd]Cl.[Fe+2] (PdCl2(dppf)). The solvent is COCCOC (DME). Reaction conditions: temperature 120 celsius. Yields the product C(C)(=O)OCC1=C(C=C(C=C1N1CCC=2C=3CCCCC3SC2C1=O)F)C1=CN(C(C(=C1)NC=1C=C2COCCN2N1)=O)C ([4-Fluoro-2-(1-methyl-6-oxo-5-{4H,6H,7H-pyrazolo[3,2-c][1,4]oxazin-2-ylamino}pyridin-3-yl)-6-{6-oxo-8-thia-5-azatricyclo[7.4.0.02,7]trideca-1(9),2(7)-dien-5-yl}phenyl]methyl Acetate). Isolated yield 49.9%. As a reaction SMILES: [N:1]1[N:9]2[C:4]([CH2:5][O:6][CH2:7][CH2:8]2)=[CH:3][C:2]=1[NH:10][C:11]1[C:12](=[O:27])[N:13]([CH3:26])[CH:14]=[C:15](B2OC(C)(C)C(C)(C)O2)[CH:16]=1.[C:28]([O:31][CH2:32][C:33]1[C:38]([N:39]2[C:51](=[O:52])[C:50]3[S:49][C:48]4[CH2:47][CH2:46][CH2:45][CH2:44][C:43]=4[C:42]=3[CH2:41][CH2:40]2)=[CH:37][C:36]([F:53])=[CH:35][C:34]=1Br)(=[O:30])[CH3:29].C([O-])([O-])=O.[Na+].[Na+]>COCCOC.C1C=CC(P(C2C=CC=CC=2)[C-]2C=CC=C2)=CC=1.C1C=CC(P(C2C=CC=CC=2)[C-]2C=CC=C2)=CC=1.Cl[Pd]Cl.[Fe+2]>[C:28]([O:31][CH2:32][C:33]1[C:38]([N:39]2[C:51](=[O:52])[C:50]3[S:49][C:48]4[CH2:47][CH2:46][CH2:45][CH2:44][C:43]=4[C:42]=3[CH2:41][CH2:40]2)=[CH:37][C:36]([F:53])=[CH:35][C:34]=1[C:15]1[CH:16]=[C:11]([NH:10][C:2]2[CH:3]=[C:4]3[N:9]([N:1]=2)[CH2:8][CH2:7][O:6][CH2:5]3)[C:12](=[O:27])[N:13]([CH3:26])[CH:14]=1)(=[O:30])[CH3:29] |f:2.3.4,6.7.8.9|. Procedure: A mixture of 150a (260 mg, 0.70 mmol), (2-bromo-4-fluoro-6-{6-oxo-8-thia-5-azatricyclo[7.4.0.02,7]trideca-1(9),2(7)-dien-5-yl}phenyl)methyl acetate 218a (225 mg, 0.50 mmol), PdCl2(dppf) (55 mg, 0.075 mmol), 2 M Na2CO3 solution (1.5 mL) in DME (8 mL) was heated at 120° C. under microwave irradiation for 0.5 h. The solvent was evaporated in vacuo and the residue was purified on reverse phase Combi-flash to give 150b (154 mg, 50%). MS: [M+H]+ 618.